Dataset: the Open Reaction Database (ORD), a public repository of structured organic reaction records. Task: describe an organic reaction: reactants, conditions, products, and yield Starting materials: CC(C)(C)[Si](C)(C)OC(C(=O)c1ccccc1)c1ccncc1, CCCC[N+](CCCC)(CCCC)CCCC, CCOC(C)=O, [F-], C1CCOC1, O. Product: O=C(c1ccccc1)C(O)c1ccncc1. As a reaction SMILES: [C:1]([Si:2]([CH3:3])([CH3:4])[O:6][CH:7]([C:8](=[O:9])[c:10]1[cH:11][cH:12][cH:13][cH:14][cH:15]1)[c:16]1[cH:17][cH:18][n:19][cH:20][cH:21]1)([CH3:5])([CH3:22])[CH3:23].[CH2:25]([N+:26]([CH2:27][CH2:28][CH2:29][CH3:30])([CH2:31][CH2:32][CH2:33][CH3:34])[CH2:35][CH2:36][CH2:37][CH3:38])[CH2:39][CH2:40][CH3:41].[CH3:47][CH2:48][O:49][C:50](=[O:51])[CH3:52].[F-:24].[O:42]1[CH2:43][CH2:44][CH2:45][CH2:46]1.[OH2:53]>>[OH:6][CH:7]([C:8](=[O:9])[c:10]1[cH:11][cH:12][cH:13][cH:14][cH:15]1)[c:16]1[cH:17][cH:18][n:19][cH:20][cH:21]1. Reactants: COC(=O)C=1SC(=CC1)C(N[C@H](C)C1=CC=C(C=C1)Br)=O ((R)-5-[1-(4-bromo-phenyl)-ethylcarbamoyl]-thiophene-2-carboxylic acid methyl ester), S1C(=CC=C1)B(O)O (thiophene-2-boronic acid), C(=O)([O-])[O-].[Cs+].[Cs+] (Cs2CO3), S1C(=CC=C1)B(O)O (thiophene-2-boronic acid), aqueous solution, C(=O)([O-])[O-].[Cs+].[Cs+] (Cs2CO3). The reagents and catalysts are [Pd].C1(=CC=CC=C1)P(C1=CC=CC=C1)C1=CC=CC=C1.C1(=CC=CC=C1)P(C1=CC=CC=C1)C1=CC=CC=C1.C1(=CC=CC=C1)P(C1=CC=CC=C1)C1=CC=CC=C1.C1(=CC=CC=C1)P(C1=CC=CC=C1)C1=CC=CC=C1 (tetrakis(triphenylphosphine)-palladium(0)). The solvent is C(OC)COC (dimethoxyethane), C(C)O (ethanol). Reaction conditions: time 10 minute. Yields the product COC(=O)C=1SC(=CC1)C(N[C@H](C)C1=CC=C(C=C1)C=1SC=CC1)=O ((R)-5-[1-(4-thiophen-2-yl-phenyl)-ethylcarbamoyl]-thiophene-2-carboxylic acid methyl ester). Yield: 49.9%. Reaction SMILES: [CH3:1][O:2][C:3]([C:5]1[S:6][C:7]([C:10](=[O:21])[NH:11][C@@H:12]([C:14]2[CH:19]=[CH:18][C:17](Br)=[CH:16][CH:15]=2)[CH3:13])=[CH:8][CH:9]=1)=[O:4].[S:22]1[CH:26]=[CH:25][CH:24]=[C:23]1B(O)O.C([O-])([O-])=O.[Cs+].[Cs+]>C(COC)OC.C(O)C.[Pd].C1(P(C2C=CC=CC=2)C2C=CC=CC=2)C=CC=CC=1.C1(P(C2C=CC=CC=2)C2C=CC=CC=2)C=CC=CC=1.C1(P(C2C=CC=CC=2)C2C=CC=CC=2)C=CC=CC=1.C1(P(C2C=CC=CC=2)C2C=CC=CC=2)C=CC=CC=1>[CH3:1][O:2][C:3]([C:5]1[S:6][C:7]([C:10](=[O:21])[NH:11][C@@H:12]([C:14]2[CH:19]=[CH:18][C:17]([C:23]3[S:22][CH:26]=[CH:25][CH:24]=3)=[CH:16][CH:15]=2)[CH3:13])=[CH:8][CH:9]=1)=[O:4] |f:2.3.4,7.8.9.10.11|. Reported procedure: To a suspension of 0.462 g (0.0004 mol) tetrakis(triphenylphosphine)-palladium(0) in 45 ml dry dimethoxyethane, 5.00 g (0.0136 mol) (R)-5-[1-(4-bromo-phenyl)-ethylcarbamoyl]-thiophene-2-carboxylic acid methyl ester were added and stirred for 10 min at room temperature under nitrogen atmosphere. 3.65 g (0.0285 mol) thiophene-2-boronic acid in 20 ml ethanol and 14.3 ml (0.0286 mol) of a 2 M aqueous solution of Cs2CO3 were added and the mixture was heated to 75-80° C. for 3 hours. After 1.25 hours,... Starting materials: C(C)OC(=O)N=C=S (Ethoxycarbonyl isothiocyanate), NC=1C=C2C(=CNC2=CC1)CC#N (5-amino-1H-indole-3-acetonitrile). The product is C(#N)CC1=CNC2=CC=C(C=C12)NC(=S)NC(OCC)=O (Ethyl [[[3-(cyanomethyl)-1H-indol-5-yl]amino]thiocarbonyl]carbamate). Run in C(C)#N (acetonitrile), O (water). Procedure: Ethoxycarbonyl isothiocyanate (1.2 ml) was added dropwise to a stirred solution of 5-amino-1H-indole-3-acetonitrile (1.7 g) in dry acetonitrile (50 ml). After 10 min. the resulting suspension was diluted with water (40 ml) and stirred for 20 min. Run at time 20 minute. RXN SMILES: [CH2:1]([O:3][C:4]([N:6]=[C:7]=[S:8])=[O:5])[CH3:2].[NH2:9][C:10]1[CH:11]=[C:12]2[C:16](=[CH:17][CH:18]=1)[NH:15][CH:14]=[C:13]2[CH2:19][C:20]#[N:21]>C(#N)C.O>[C:20]([CH2:19][C:13]1[C:12]2[C:16](=[CH:17][CH:18]=[C:10]([NH:9][C:7]([NH:6][C:4](=[O:5])[O:3][CH2:1][CH3:2])=[S:8])[CH:11]=2)[NH:15][CH:14]=1)#[N:21]. The reactants are solution, [F-].C(CCC)[N+](CCCC)(CCCC)CCCC (tetrabutylammonium fluoride), C(C)(=O)OC\1C(CCC(CC(=O)OC(C(/C=C1)C)\C(=C\C=C\C(CC1C(C(C(CC)OC(COCC)=O)C)O1)C)\C)O[Si](C)(C)C(C)(C)C)(C)OC(C)OCC ((8E,12E,14E)-7-acetoxy-3-t-butyldimethylsiloxy-21-ethoxyacetoxy-6-(1-ethoxyethoxy)-6,10,12,16,20-pentamethyl-18,19-epoxytricosa-8,12,14-trien-11-olide). Solvent: O1CCCC1 (tetrahydrofuran), O1CCCC1 (tetrahydrofuran), C(C)(=O)OCC (ethyl acetate). Reaction conditions: time 2 hour. The product is C(C)(=O)OC\1C(CCC(CC(=O)OC(C(/C=C1)C)\C(=C\C=C\C(CC1C(C(C(CC)OC(COCC)=O)C)O1)C)\C)O)(C)OC(C)OCC ((8E,12E,14E)-7-Acetoxy-21-ethoxyacetoxy-6-(1-ethoxyethoxy)-3-hydroxy-6,10,12,16,20-pentamethyl-18,19-epoxytricosa-8,12,14-trien-11-olide). Isolated yield 70.4%. RXN SMILES: [F-].C([N+](CCCC)(CCCC)CCCC)CCC.[C:19]([O:22][CH:23]1[C:24]([O:69][CH:70]([O:72][CH2:73][CH3:74])[CH3:71])([CH3:68])[CH2:25][CH2:26][CH:27]([O:60][Si](C(C)(C)C)(C)C)[CH2:28][C:29]([O:31][CH:32](/[C:37](/[CH3:59])=[CH:38]/[CH:39]=[CH:40]/[CH:41]([CH3:58])[CH2:42][CH:43]2[O:57][CH:44]2[CH:45]([CH3:56])[CH:46]([O:49][C:50](=[O:55])[CH2:51][O:52][CH2:53][CH3:54])[CH2:47][CH3:48])[CH:33]([CH3:36])[CH:34]=[CH:35]1)=[O:30])(=[O:21])[CH3:20]>O1CCCC1.C(OCC)(=O)C>[C:19]([O:22][CH:23]1[C:24]([O:69][CH:70]([O:72][CH2:73][CH3:74])[CH3:71])([CH3:68])[CH2:25][CH2:26][CH:27]([OH:60])[CH2:28][C:29]([O:31][CH:32](/[C:37](/[CH3:59])=[CH:38]/[CH:39]=[CH:40]/[CH:41]([CH3:58])[CH2:42][CH:43]2[O:57][CH:44]2[CH:45]([CH3:56])[CH:46]([O:49][C:50](=[O:55])[CH2:51][O:52][CH2:53][CH3:54])[CH2:47][CH3:48])[CH:33]([CH3:36])[CH:34]=[CH:35]1)=[O:30])(=[O:21])[CH3:20] |f:0.1|. Procedure: A 1.0 M solution of tetrabutylammonium fluoride in tetrahydrofuran (0.037 mL, 0.037 mmol) was added to a solution of (8E,12E,14E)-7-acetoxy-3-t-butyldimethylsiloxy-21-ethoxyacetoxy-6-(1-ethoxyethoxy)-6,10,12,16,20-pentamethyl-18,19-epoxytricosa-8,12,14-trien-11-olide (15 mg, 0.018 mmol) in tetrahydrofuran (1 mL) at room temperature. The mixture was stirred at room temperature for 2 hours. The reaction mixture was diluted with ethyl acetate, washed with brine, dried over anhydrous magnesium sulfa... Reactants: Fc1ccc(Br)cc1, O=C1CC2CCC(C1)N2Cc1ccccc1, CCOCC, [Li]CCCC, [Na+], [OH-]. The product is OC1(c2ccc(F)cc2)CC2CCC(C1)N2Cc1ccccc1. As a reaction SMILES: [Br:1][c:2]1[cH:3][cH:4][c:5]([F:8])[cH:6][cH:7]1.[CH2:14]([c:15]1[cH:16][cH:17][cH:18][cH:19][cH:20]1)[N:21]1[CH:22]2[CH2:23][C:24](=[O:29])[CH2:25][CH:26]1[CH2:27][CH2:28]2.[CH2:32]([O:33][CH2:34][CH3:35])[CH3:36].[CH2:9]([Li:10])[CH2:11][CH2:12][CH3:13].[Na+:31].[OH-:30]>>[c:2]1([C:24]2([OH:29])[CH2:23][CH:22]3[N:21]([CH2:14][c:15]4[cH:16][cH:17][cH:18][cH:19][cH:20]4)[CH:26]([CH2:25]2)[CH2:27][CH2:28]3)[cH:3][cH:4][c:5]([F:8])[cH:6][cH:7]1. The reactants are example 5 ( 20 ), NCC(C(=O)OCC)C1(OCCO1)C (ethyl 3-amino-2-(2-methyl-[1,3]dioxolan-2-yl)propionate), FC1=C2C(C(=O)OC2=O)=C(C=C1)F (3,6-difluorophthalic anhydride). Product: FC1=C2C(N(C(C2=C(C=C1)F)=O)CC(C(=O)OCC)C1(OCCO1)C)=O (Ethyl 3-(4,7-difluoro-1,3-dioxo-1,3-dihydro-isoindol-2-yl)-2-(2-methyl-[1,3]dioxolan-2-yl)propionate). As a reaction SMILES: [NH2:1][CH2:2][CH:3]([C:9]1([CH3:14])[O:13][CH2:12][CH2:11][O:10]1)[C:4]([O:6][CH2:7][CH3:8])=[O:5].[F:15][C:16]1[CH:26]=[CH:25][C:24]([F:27])=[C:18]2[C:19]([O:21][C:22](=O)[C:17]=12)=[O:20]>>[F:15][C:16]1[CH:26]=[CH:25][C:24]([F:27])=[C:18]2[C:17]=1[C:22](=[O:21])[N:1]([CH2:2][CH:3]([C:9]1([CH3:14])[O:10][CH2:11][CH2:12][O:13]1)[C:4]([O:6][CH2:7][CH3:8])=[O:5])[C:19]2=[O:20]. Reported procedure: Ethyl 3-(4,7-difluoro-1,3-dioxo-1,3-dihydro-isoindol-2-yl)-2-(2-methyl-[1,3]dioxolan-2-yl)propionate was prepared in the same manner as described in the above example 5 (20) from ethyl 3-amino-2-(2-methyl-[1,3]dioxolan-2-yl)propionate (0.80 g, 3.94 mmol) and 3,6-difluorophthalic anhydride (0.94 g, 4.33 mmol), and the obtained product was identified with the following NMR data. Starting materials: [N+](=O)([O-])C1=C(CCl)C=CC=C1 (o-nitrobenzyl chloride), Cl.C(C)OC(CNC)=O (sarcosine ethyl ester hydrochloride), C(=O)([O-])[O-].[K+].[K+] (K2CO3). Run in CC(=O)C (acetone). Product: C(C)OC(CN(C)CC1=C(C=CC=C1)N)=O (N-(o-aminobenzyl)sarcosine ethyl ester). RXN SMILES: [N+:1]([C:4]1[CH:11]=[CH:10][CH:9]=[CH:8][C:5]=1[CH2:6]Cl)([O-])=O.Cl.[CH2:13]([O:15][C:16](=[O:20])[CH2:17][NH:18][CH3:19])[CH3:14].C([O-])([O-])=O.[K+].[K+]>CC(C)=O>[CH2:13]([O:15][C:16](=[O:20])[CH2:17][N:18]([CH2:6][C:5]1[CH:8]=[CH:9][CH:10]=[CH:11][C:4]=1[NH2:1])[CH3:19])[CH3:14] |f:1.2,3.4.5|. Procedure: A mixture of 8.6 g o-nitrobenzyl chloride, 7.6 g sarcosine ethyl ester hydrochloride and 13.8 g K2CO3 was refluxed in 300 ml acetone for 16 hours, whereafter the mixture was filtered and evaporated. The oily residue was partitioned between ether/1N HCl. The aqueous phase was separated and pH was adjusted to 10 with dil. NaOH, whereafter it was extracted with dichloromethane. The organic phase was dried over Na2SO4 and evaporated. This left an oil which was hydrogenated using a standard procedure... Starting materials: CN(C)C=O, CC(=O)C=Cc1ccc(C)cc1C, [Cl-], N#C[K], [NH4+], O. The product is CC(=O)CC(C#N)c1ccc(C)cc1C. Reaction SMILES: [CH3:19][N:20]([CH3:21])[CH:22]=[O:23].[CH3:6][c:7]1[c:8]([CH:14]=[CH:15][C:16]([CH3:17])=[O:18])[cH:9][cH:10][c:11]([CH3:13])[cH:12]1.[Cl-:1].[K:3][C:4]#[N:5].[NH4+:2].[OH2:24]>>[C:4](#[N:5])[CH:14]([c:8]1[c:7]([CH3:6])[cH:12][c:11]([CH3:13])[cH:10][cH:9]1)[CH2:15][C:16]([CH3:17])=[O:18]. The reactants are CC(=O)N1CC2CC2(c2ccc([N+](=O)[O-])cc2)C1, C1CCOC1. Product: CC(=O)N1CC2CC2(c2ccc(N)cc2)C1. As a reaction SMILES: [C:1]([CH3:2])(=[O:3])[N:4]1[CH2:5][C:6]2([c:10]3[cH:11][cH:12][c:13]([N+:16]([O-:17])=[O:18])[cH:14][cH:15]3)[CH2:7][CH:8]2[CH2:9]1.[O:19]1[CH2:20][CH2:21][CH2:22][CH2:23]1>>[C:1]([CH3:2])(=[O:3])[N:4]1[CH2:5][C:6]2([c:10]3[cH:11][cH:12][c:13]([NH2:16])[cH:14][cH:15]3)[CH2:7][CH:8]2[CH2:9]1. The reactants are N[C@H](C(=O)NCCC[C@@H](CO)N(CC(C)C)S(=O)(=O)C1=CC=C(C=C1)N)CC1=CC=CC2=CC=CC=C12 ((2S,4S)-2-Amino-N-{4-[(4-amino-benzenesulfonyl)-isobutyl-amino]-5-hydroxy-pentyl}-3-naphthalen-1-yl-propionamide), N[C@H](C(=O)NCCC[C@@H](CO)N(CC(C)C)S(=O)(=O)C1=CC=C(C=C1)N)CC1=CC=CC2=CC=CC=C12 ((2S,4S)-2-Amino-N-{4-[(4-amino-benzenesulfonyl)-isobutyl-amino]-5-hydroxy-pentyl}-3-naphthalen-1-yl-propionamide), C1(CCCC1)C(=O)Cl (cyclopentanecarbonyl chloride). Product: NC1=CC=C(C=C1)S(=O)(=O)N([C@@H](CCCNC(=O)[C@H](CC1=CC=CC2=CC=CC=C12)NC(=O)C1CCCC1)CO)CC(C)C ((1S,4S)-Cyclopentanecarboxylic Acid (1-{4-[(4-Amino-benzenesulfonyl)-isobutyl-amino]-5-hydroxy-pentylcarbamoyl}-2-naphthalen-1-yl-ethyl)-amide). RXN SMILES: [NH2:1][C@@H:2]([CH2:27][C:28]1[C:37]2[C:32](=[CH:33][CH:34]=[CH:35][CH:36]=2)[CH:31]=[CH:30][CH:29]=1)[C:3]([NH:5][CH2:6][CH2:7][CH2:8][C@H:9]([N:12]([S:17]([C:20]1[CH:25]=[CH:24][C:23]([NH2:26])=[CH:22][CH:21]=1)(=[O:19])=[O:18])[CH2:13][CH:14]([CH3:16])[CH3:15])[CH2:10][OH:11])=[O:4].[CH:38]1([C:43](Cl)=[O:44])[CH2:42][CH2:41][CH2:40][CH2:39]1>>[NH2:26][C:23]1[CH:22]=[CH:21][C:20]([S:17]([N:12]([CH2:13][CH:14]([CH3:16])[CH3:15])[C@H:9]([CH2:10][OH:11])[CH2:8][CH2:7][CH2:6][NH:5][C:3]([C@@H:2]([NH:1][C:43]([CH:38]2[CH2:42][CH2:41][CH2:40][CH2:39]2)=[O:44])[CH2:27][C:28]2[C:37]3[C:32](=[CH:33][CH:34]=[CH:35][CH:36]=3)[CH:31]=[CH:30][CH:29]=2)=[O:4])(=[O:19])=[O:18])=[CH:25][CH:24]=1. Procedure details: The title compound was prepared from (2S,4S)-2-amino-N-{4-[(4-amino-benzenesulfonyl)-isobutyl-amino]-5-hydroxy-pentyl}-3-naphthalen-1-yl-propionamide (product of example 8) as described in general procedure D using cyclopentanecarbonyl chloride. The final product was obtained in 52% yield.